From a dataset of the Open Reaction Database (ORD), a public repository of structured organic reaction records. describe an organic reaction: reactants, conditions, products, and yield Starting materials: S(C)C (SMe2), C(=O)([O-])[O-].[Na+].[Na+] (Na2CO3), BrC1=CC=C2C(CC(N(C2=C1)C(C)C)=O)(C)C (7-Bromo-1-isopropyl-4,4-dimethyl-2-oxo-1,2,3,4-tetrahydroquinoline), BrC1=CC=C2C(CC(N(C2=C1)C(C)C)=O)(C)C (7-Bromo-1-isopropyl-4,4-dimethyl-2-oxo-1,2,3,4-tetrahydroquinoline). Run in C1(=CC=CC=C1)C (toluene), C1CCOC1 (THF). Run at temperature 0 celsius, time 8 hour. Yields the product BrC1=CC=C2C(CCN(C2=C1)C(C)C)(C)C (7-Bromo-1-isopropyl-4,4-dimethyl-1,2,3,4-tetrahydroquinoline). The yield is 95.0%. Reaction SMILES: [Br:1][C:2]1[CH:11]=[C:10]2[C:5]([C:6]([CH3:17])([CH3:16])[CH2:7][C:8](=O)[N:9]2[CH:12]([CH3:14])[CH3:13])=[CH:4][CH:3]=1.S(C)C.C([O-])([O-])=O.[Na+].[Na+]>C1(C)C=CC=CC=1.C1COCC1>[Br:1][C:2]1[CH:11]=[C:10]2[C:5]([C:6]([CH3:16])([CH3:17])[CH2:7][CH2:8][N:9]2[CH:12]([CH3:13])[CH3:14])=[CH:4][CH:3]=1 |f:2.3.4|. Reported procedure: 7-Bromo-1-isopropyl-4,4-dimethyl-2-oxo-1,2,3,4-tetrahydroquinoline (Compound 31, 12.46 g, 42.08 mmol) was dissolved in toluene (100 mL) and the solution was cooled to 0° C. and treated with 2.0 M of BH3.SMe2 (23.14 mL, 46.28 mmol) in THF. The solution was stirred at 0° C. for 1 hour and at room temperature overnight, and the reaction mixture was treated with 10% aqueous Na2CO3. The solution was stirred at room temperature for 1 hour, the layers were separated and the aqueous layer extracted twic... The yield is 63.0%. Procedure details: 3.02 g of 7-methyl-L-tryptophan methyl ester are dissolved in 20 ml of methanol, and 4 ml of 15% HCl-methanol are added thereto. The mixture is evaporated to remove the solvent. The residue is dissolved in 30 ml of methanol, and 2.86 g of 35% formalin are added thereto. The mixture is stirred at room temperature overnight. The mixture is evaporated to remove the solvent, and water is added to the residue. The aqueous solution is adjusted to pH 10 with 10% aqueous ammonia, and extracted with ethy... Product: CC=1C=CC=C2C=3C[C@H](NCC3NC12)C(=O)OC (methyl (3S)-8-methyl-1,2,3,4-tetrahydro-β-carboline-3-carboxylate). Reactants: COC([C@@H](N)CC1=CNC2=C(C=CC=C12)C)=O (7-methyl-L-tryptophan methyl ester), Cl.CO (HCl methanol). As a reaction SMILES: [CH3:1][O:2][C:3](=[O:17])[C@H:4]([CH2:6][C:7]1[C:15]2[C:10](=[C:11]([CH3:16])[CH:12]=[CH:13][CH:14]=2)[NH:9][CH:8]=1)[NH2:5].Cl.[CH3:19]O>CO>[CH3:16][C:11]1[CH:12]=[CH:13][CH:14]=[C:15]2[C:10]=1[NH:9][C:8]1[CH2:19][NH:5][C@H:4]([C:3]([O:2][CH3:1])=[O:17])[CH2:6][C:7]2=1 |f:1.2|. Solvent: CO (methanol). Reaction conditions: time 8 hour. The reactants are CC=1C(=CC(=CC1)S)C (4-methylthio-m-cresol), ClCC#N (chloroacetonitrile), C(=O)([O-])[O-].[K+].[K+] (K2CO3), CS(=O)C (DMSO). Yields the product CSC1=C(C=C(C=C1)C)OCC#N (4-methylthio-m-tolyloxyacetonitrile), compound. RXN SMILES: [CH3:1][C:2]1[C:3](C)=[CH:4][C:5]([SH:8])=[CH:6][CH:7]=1.ClC[C:12]#[N:13].[C:14]([O-:17])([O-])=O.[K+].[K+].[CH3:20]S(C)=O>>[CH3:20][S:8][C:5]1[CH:6]=[CH:7][C:2]([CH3:1])=[CH:3][C:4]=1[O:17][CH2:14][C:12]#[N:13] |f:2.3.4|. Procedure: The compound 4-methylthio-m-tolyloxyacetonitrile was prepared substantially as described in previous examples by heating a mixture of 55.0 g of 4-methylthio-m-cresol, 30 g of chloroacetonitrile, 70.7 g of anhydrous K2CO3 and 104 ml of DMSO, which gave 66.0 g of the compound as a reddish oil. Starting materials: BrC=1C=C(C=CC1)I (3-bromoiodobenzene), C1(=CC=CC2=CC=CC=C12)B(O)O (1-naphthaleneboronic acid). Product: BrC=1C=C(C=CC1)C1=CC=CC2=CC=CC=C12 (1-(3-Bromophenyl)naphthalene). As a reaction SMILES: [Br:1][C:2]1[CH:3]=[C:4](I)[CH:5]=[CH:6][CH:7]=1.[C:9]1(B(O)O)[C:18]2[C:13](=[CH:14][CH:15]=[CH:16][CH:17]=2)[CH:12]=[CH:11][CH:10]=1>>[Br:1][C:2]1[CH:3]=[C:4]([C:17]2[C:18]3[C:13](=[CH:12][CH:11]=[CH:10][CH:9]=3)[CH:14]=[CH:15][CH:16]=2)[CH:5]=[CH:6][CH:7]=1. Reported procedure: 1-(3-Bromophenyl)naphthalene was synthesized by the same method, except that in Synthetic Example 1, 3-bromoiodobenzene was used in place of 4-bromoiodobenzene and that 1-naphthaleneboronic acid was used in place of 2-naphthaleneboronic acid.